describe an organic reaction: reactants, conditions, products, and yield From a dataset of the Open Reaction Database (ORD), a public repository of structured organic reaction records. Reactants: solid, [OH-].[Na+] (sodium hydroxide), C(CC)C(C#N)=CCC (2-propyl-2-pentenenitrile), C(C=C)Cl (allyl chloride). The reagents and catalysts are [Br-].C(CCC)[N+](CCCC)(CCCC)CCCC (tetrabutylammonium bromide). Run in C1(=CC=CC=C1)C (toluene). Conditions: temperature 80 celsius. The product is C(C=C)C(C#N)(C=CC)CCC (2-(2-Propenyl)-2-propyl-3-pentenenitrile). Yield: 35.9%. Reaction SMILES: [OH-].[Na+].[CH2:3]([C:6](=[CH:9][CH2:10][CH3:11])[C:7]#[N:8])[CH2:4][CH3:5].[CH2:12](Cl)[CH:13]=[CH2:14]>[Br-].C([N+](CCCC)(CCCC)CCCC)CCC.C1(C)C=CC=CC=1>[CH2:9]([C:6]([CH2:12][CH2:13][CH3:14])([CH:3]=[CH:4][CH3:5])[C:7]#[N:8])[CH:10]=[CH2:11] |f:0.1,4.5|. Procedure details: Into a 250 ml 4-neck flask equipped with stirrer, reflux cooler and dropping funnel, 20 g (0.5 moles) of solid sodium hydroxide, 80 ml of toluene and 5 g of tetrabutylammonium bromide are first introduced and heated to 80° C. To this 2-phase system, a mixture of 50 g (0.41 moles) of 2-propyl-2-pentenenitrile and 31.4 g (0.41 moles) of allyl chloride were added in doses within 30 minutes. The reaction mixture was maintained for 2 more hours at a temperature of 75° C. Further work proceeded as in ... The reactants are CC1(OCC(O1)C1CO1)C (2-(2,2-dimethyl-1,3-dioxolan-4-yl)ethylene oxide), [OH-].[Na+] (sodium hydroxide), C(=O)(O)CN1CCN(CCN(CCNCC1)CC(=O)O)CC(=O)O (1,4,7-triscarboxymethyl-1,4,7,10-tetraazacyclododecane). Solvent: O1CCOCC1 (dioxane), O (water), O (water). Conditions: time 24 hour. Yields the product OC(CN1CCN(CCN(CCN(CC1)CC(=O)O)CC(=O)O)CC(=O)O)C(CO)O (10-(2,3,4-Trihydroxybutyl)-1,4,7-triscarboxymethyl-1,4,7,10-tetraazacyclododecane). RXN SMILES: [C:1]([CH2:4][N:5]1[CH2:16][CH2:15][NH:14][CH2:13][CH2:12][N:11]([CH2:17][C:18]([OH:20])=[O:19])[CH2:10][CH2:9][N:8]([CH2:21][C:22]([OH:24])=[O:23])[CH2:7][CH2:6]1)([OH:3])=[O:2].[OH-].[Na+].CC1(C)[O:32][CH:31]([CH:33]2[O:35][CH2:34]2)[CH2:30][O:29]1>O.O1CCOCC1>[OH:35][CH:33]([CH:31]([OH:32])[CH2:30][OH:29])[CH2:34][N:14]1[CH2:13][CH2:12][N:11]([CH2:17][C:18]([OH:20])=[O:19])[CH2:10][CH2:9][N:8]([CH2:21][C:22]([OH:24])=[O:23])[CH2:7][CH2:6][N:5]([CH2:4][C:1]([OH:3])=[O:2])[CH2:16][CH2:15]1 |f:1.2|. Reported procedure: 10.0 g (28.87 mmol) of 1,4,7-triscarboxymethyl-1,4,7,10-tetraazacyclododecane (DO3A) is dissolved in 40 ml of water, and the pH is set at 13 with 5N sodium hydroxide solution. A solution of 6.24 g (43.30 mmol) of 2-(2,2-dimethyl-1,3-dioxolan-4-yl)ethylene oxide (DE 3,150,917) in 10 ml of dioxane is added thereto, and the mixture is stirred for 24 hours at room temperature. The mixture is diluted with 60 ml of water and extracted three times with 50 ml of ether. The aqueous phase is brought to pH... The reactants are O=C(O)C(CCCCl)c1ccc(Br)cc1, CO, O=S(Cl)Cl. As a reaction SMILES: [Br:1][c:2]1[cH:3][cH:4][c:5]([CH:8]([C:9](=[O:10])[OH:11])[CH2:12][CH2:13][CH2:14][Cl:15])[cH:6][cH:7]1.[CH3:16][OH:17].[S:18]([Cl:19])([Cl:20])=[O:21]>>[Br:1][c:2]1[cH:3][cH:4][c:5]([CH:8]([C:9]([O:10][CH3:16])=[O:11])[CH2:12][CH2:13][CH2:14][Cl:15])[cH:6][cH:7]1. Product: COC(=O)C(CCCCl)c1ccc(Br)cc1.